This data is from the Open Reaction Database (ORD), a public repository of structured organic reaction records. The task is: describe an organic reaction: reactants, conditions, products, and yield The reactants are C[Mg]Br (Methylmagnesium bromide), CC(CC=1N=C(N(C1)S(=O)(=O)N(C)C)C(CC1=C(C=C(C=C1)C1=NC=C(C=C1)F)F)=O)(C)C (4-(2,2-dimethylpropyl)-2-{[2-fluoro-4-(5-fluoropyridin-2-yl)phenyl]acetyl}-N,N-dimethyl-1H-imidazole-1-sulfonamide). Run in O1CCCC1 (tetrahydrofuran). Product: CC(CC=1N=C(N(C1)S(=O)(=O)N(C)C)C(CC1=C(C=C(C=C1)C1=NC=C(C=C1)F)F)(C)O)(C)C (4-(2,2-dimethylpropyl)-2-{2-[2-fluoro-4-(5-fluoropyridin-2-yl)phenyl]-1-hydroxy-1-methylethyl}-N,N-dimethyl-1H-imidazole-1-sulfonamide). RXN SMILES: [CH3:1][Mg]Br.[CH3:4][C:5]([CH3:36])([CH3:35])[CH2:6][C:7]1[N:8]=[C:9]([C:18](=[O:34])[CH2:19][C:20]2[CH:25]=[CH:24][C:23]([C:26]3[CH:31]=[CH:30][C:29]([F:32])=[CH:28][N:27]=3)=[CH:22][C:21]=2[F:33])[N:10]([S:12]([N:15]([CH3:17])[CH3:16])(=[O:14])=[O:13])[CH:11]=1>O1CCCC1>[CH3:4][C:5]([CH3:36])([CH3:35])[CH2:6][C:7]1[N:8]=[C:9]([C:18]([OH:34])([CH3:1])[CH2:19][C:20]2[CH:25]=[CH:24][C:23]([C:26]3[CH:31]=[CH:30][C:29]([F:32])=[CH:28][N:27]=3)=[CH:22][C:21]=2[F:33])[N:10]([S:12]([N:15]([CH3:17])[CH3:16])(=[O:14])=[O:13])[CH:11]=1. Procedure: Methylmagnesium bromide (3 M in diethyl ether) (28 μL, 0.08 mmol) was added to a 0° C. solution of 4-(2,2-dimethylpropyl)-2-{[2-fluoro-4-(5-fluoropyridin-2-yl)phenyl]acetyl}-N,N-dimethyl-1H-imidazole-1-sulfonamide (20 mg, 0.04 mmol) in tetrahydrofuran (3 mL). After warming slowly to ambient temperature, the reaction was quenched with a few drops of water and concentrated in vacuo to afford 4-(2,2-dimethylpropyl)-2-{2-[2-fluoro-4-(5-fluoropyridin-2-yl)phenyl]-1-hydroxy-1-methylethyl}-N,N-dimethyl... Reactants: CCN(CC)S(F)(F)F, ClCCl, CCOP(=O)(OCC)C(O)c1ccc([N+](=O)[O-])cc1. Yields the product CCOP(=O)(OCC)C(F)c1ccc([N+](=O)[O-])cc1. As a reaction SMILES: [CH2:20]([N:21]([S:22]([F:23])([F:24])[F:26])[CH2:25][CH3:27])[CH3:28].[Cl:29][CH2:30][Cl:31].[OH:1][CH:2]([c:3]1[cH:4][cH:5][c:6]([N+:9](=[O:10])[O-:11])[cH:7][cH:8]1)[P:12]([O:13][CH2:14][CH3:15])([O:16][CH2:17][CH3:18])=[O:19]>>[CH:2]([c:3]1[cH:4][cH:5][c:6]([N+:9](=[O:10])[O-:11])[cH:7][cH:8]1)([P:12]([O:13][CH2:14][CH3:15])([O:16][CH2:17][CH3:18])=[O:19])[F:26]. Reactants: [H-].[Na+] (NaH), C(=O)(O)[O-].[Na+] (NaHCO3), C(C)(C)(C)OC(=O)N1[C@@H](COCC1)CO ((R)-3-hydroxymethyl-morpholine-4-carboxylic acid tert-butyl ester), [N+](=O)([O-])C1=CC=C(C=C1)OC(=O)N1CCN(CC1)C1=CC=C(C=C1)F (4-(4-Fluorophenyl)-piperazine-1-carboxylic acid 4-nitrophenyl ester), [N+](=O)([O-])C1=CC=C(C=C1)OC(=O)N1CCN(CC1)C1=CC=C(C=C1)F (4-(4-Fluorophenyl)-piperazine-1-carboxylic acid 4-nitrophenyl ester). Run in C1CCOC1 (THF), C1CCOC1 (THF). Run at temperature -5 celsius. Product: C(C)(C)(C)OC(=O)N1[C@H](COCC1)COC(=O)N1CCN(CC1)C1=CC=C(C=C1)F ((3R)-3-[4-(4-fluorophenyl)-piperazine-1-carbonyloxymethyl]-morpholine-4-carboxylic acid tert-butyl ester). Yield: 57.5%. As a reaction SMILES: [H-].[Na+].[C:3]([O:7][C:8]([N:10]1[CH2:15][CH2:14][O:13][CH2:12][C@H:11]1[CH2:16][OH:17])=[O:9])([CH3:6])([CH3:5])[CH3:4].[N+](C1C=CC([O:27][C:28]([N:30]2[CH2:35][CH2:34][N:33]([C:36]3[CH:41]=[CH:40][C:39]([F:42])=[CH:38][CH:37]=3)[CH2:32][CH2:31]2)=O)=CC=1)([O-])=O.C([O-])(O)=O.[Na+]>C1COCC1>[C:3]([O:7][C:8]([N:10]1[CH2:15][CH2:14][O:13][CH2:12][C@@H:11]1[CH2:16][O:17][C:28]([N:30]1[CH2:31][CH2:32][N:33]([C:36]2[CH:41]=[CH:40][C:39]([F:42])=[CH:38][CH:37]=2)[CH2:34][CH2:35]1)=[O:27])=[O:9])([CH3:6])([CH3:5])[CH3:4] |f:0.1,4.5|. Procedure details: NaH (60% in oil, prewashed with hexane; 1.38 g, 34.5 mmol) was suspended in anhydrous THF (50 mL) under nitrogen, the reaction mixture cooled to −5° C. with stirring and a solution of (R)-3-hydroxymethyl-morpholine-4-carboxylic acid tert-butyl ester (2.50 g, 11.5 mmol) in THF (50 mL) was added dropwise. The reaction mixture was stirred for 30 min at 0 to 3° C. 4-(4-Fluorophenyl)-piperazine-1-carboxylic acid 4-nitrophenyl ester (Intermediate 6; 5.01 g, 14.5 mmol) was added and the reaction mixtur...